From a dataset of the Open Reaction Database (ORD), a public repository of structured organic reaction records. describe an organic reaction: reactants, conditions, products, and yield Reactants: O.Cl.Cl.CN(C1CC2=C(OC3=C2C=C(C=C3)N)CC1)C.CN(C1CC3=C(OC2=C3C=C(C=C2)N)CC1)C.Cl.Cl (N,N-dimethyl-8-amino-1,2,3,4-tetrahydro-2-dibenzofuranamine dihydrochloride hemihydrate), C1(CCC1)C(=O)Cl (cyclobutanecarbonyl chloride). Yields the product CN(C1CC2=C(OC3=C2C=C(C=C3)NC(=O)C3CCC3)CC1)C (N-(N,N-Dimethyl-1,2,3,4-tetrahydro-2-aminodibenzofur-8-yl)cyclobutanamide). Yield: 74.0%. Reaction SMILES: O.Cl.Cl.[CH3:4][N:5]([CH3:20])[CH:6]1[CH2:19][CH2:18][C:9]2[O:10][C:11]3[CH:16]=[CH:15][C:14]([NH2:17])=[CH:13][C:12]=3[C:8]=2[CH2:7]1.CN(C)C1CCC2[O:27][C:28]3[CH:33]=[CH:32][C:31](N)=[CH:30]C=3C=2C1.Cl.Cl.C1(C(Cl)=O)CCC1>>[CH3:4][N:5]([CH3:20])[CH:6]1[CH2:19][CH2:18][C:9]2[O:10][C:11]3[CH:16]=[CH:15][C:14]([NH:17][C:28]([CH:33]4[CH2:32][CH2:31][CH2:30]4)=[O:27])=[CH:13][C:12]=3[C:8]=2[CH2:7]1 |f:0.1.2.3.4.5.6|. Reported procedure: Beginning with 9.0 mg (0.029 mMol) of N,N-dimethyl-8-amino-1,2,3,4-tetrahydro-2-dibenzofuranamine dihydrochloride hemihydrate and 4.3 mg (0.036 mMol) of cyclobutanecarbonyl chloride, 6.7 mg (74%) of the title compound were recovered by the procedure described in Example 2. Reactants: FC1=C(C=O)C=C(C=C1COCCO)OC (2-Fluoro-3-(2-hydroxyethoxymethyl)-5-methoxybenzaldehyde), O (water), N1C=NC=C1 (imidazole), Cl[Si](C(C)C)(C(C)C)C(C)C (chlorotriisopropylsilane). The solvent is CN(C)C=O (DMF). Reaction conditions: temperature 50 celsius, time 2 hour. Product: crude product, FC1=C(C=O)C=C(C=C1COCCO[Si](C(C)C)(C(C)C)C(C)C)OC (2-Fluoro-5-methoxy-3-(2-triisopropylsilanyloxyethoxymethyl)benzaldehyde). The yield is 103.7%. Reaction SMILES: [F:1][C:2]1[C:9]([CH2:10][O:11][CH2:12][CH2:13][OH:14])=[CH:8][C:7]([O:15][CH3:16])=[CH:6][C:3]=1[CH:4]=[O:5].N1C=CN=C1.Cl[Si:23]([CH:30]([CH3:32])[CH3:31])([CH:27]([CH3:29])[CH3:28])[CH:24]([CH3:26])[CH3:25].O>CN(C=O)C>[F:1][C:2]1[C:9]([CH2:10][O:11][CH2:12][CH2:13][O:14][Si:23]([CH:30]([CH3:32])[CH3:31])([CH:27]([CH3:29])[CH3:28])[CH:24]([CH3:26])[CH3:25])=[CH:8][C:7]([O:15][CH3:16])=[CH:6][C:3]=1[CH:4]=[O:5]. Reported procedure: 2-Fluoro-3-(2-hydroxyethoxymethyl)-5-methoxybenzaldehyde (305 mg) was dissolved in 3 ml of DMF, and 300 mg of imidazole and 283 mg of chlorotriisopropylsilane were added thereto. The resulting mixture was stirred at 50° C. for 2 hours, and then water was added thereto. The mixture was extracted with ethyl acetate. The organic layer was dried over anhydrous magnesium sulfate. The desiccating agent was removed by filtration, and the filtrate was concentrated under reduced pressure to give a crude ...